This data is from the Open Reaction Database (ORD), a public repository of structured organic reaction records. The task is: describe an organic reaction: reactants, conditions, products, and yield The reactants are COC(=O)c1cc2nc(S)[nH]c2cc1C, CO, COc1c(OCC2CC2)ccnc1CCl, Cl. Yields the product COC(=O)c1cc2nc(SCc3nccc(OCC4CC4)c3OC)[nH]c2cc1C. As a reaction SMILES: [C:1](=[O:2])([O:3][CH3:4])[c:5]1[cH:6][c:7]2[c:8]([nH:9][c:10]([SH:12])[n:11]2)[cH:13][c:14]1[CH3:15].[CH3:32][OH:33].[CH:17]1([CH2:20][O:21][c:22]2[c:23]([O:30][CH3:31])[c:24]([CH2:28][Cl:29])[n:25][cH:26][cH:27]2)[CH2:18][CH2:19]1.[ClH:16]>>[C:1](=[O:2])([O:3][CH3:4])[c:5]1[cH:6][c:7]2[c:8]([nH:9][c:10]([S:12][CH2:28][c:24]3[c:23]([O:30][CH3:31])[c:22]([O:21][CH2:20][CH:17]4[CH2:18][CH2:19]4)[cH:27][cH:26][n:25]3)[n:11]2)[cH:13][c:14]1[CH3:15]. Starting materials: C1C(C(C)=C)O1 (isoprene oxide), COC1=C(C[Mg]Br)C(=C(C(=C1C)C)OC)C (2,5-dimethoxy-3,4,6-trimethylbenzylmagnesium bromide), lithium tetrachlorocuprate, solution, [Cl-].[NH4+] (ammonium chloride). Run in O1CCCC1 (tetrahydrofuran). Run at temperature -78 celsius, time 3.5 hour. Product: COC1=C(C(=C(C(=C1C)C)OC)C)CC=C(CO)C (4-(2',5'-dimethoxy-3',4',6'-trimethylphenyl)-2-methyl-2-butenol). Isolated yield 68.4%. As a reaction SMILES: [CH3:1][O:2][C:3]1[C:11]([CH3:12])=[C:10]([CH3:13])[C:9]([O:14][CH3:15])=[C:8]([CH3:16])[C:4]=1[CH2:5][Mg]Br.C1[O:22][CH:18]1[C:19](=[CH2:21])[CH3:20].[Cl-].[NH4+]>O1CCCC1>[CH3:1][O:2][C:3]1[C:11]([CH3:12])=[C:10]([CH3:13])[C:9]([O:14][CH3:15])=[C:8]([CH3:16])[C:4]=1[CH2:5][CH:20]=[C:19]([CH3:21])[CH2:18][OH:22] |f:2.3|. Procedure: 26.7 mmol of 2,5-dimethoxy-3,4,6-trimethylbenzylmagnesium bromide were treated at -78° C. with 3.6 g of lithium tetrachlorocuprate (Li2CuCl4) as a 0.1 molar solution in tetrahydrofuran. 2.2 g (26 mmol) of isoprene oxide were subsequently added. The mixture was thereupon stirred at -78° C. for 1 hour and at room temperature for 3-4 hours. 10 ml of saturated ammonium chloride were then added at 0° C. and the mixture was extracted with ether. After drying the ether extract over sodium sulphate, con... The reactants are [OH-].[Na+] (sodium hydroxide), C(C)(=O)OC1=CC=C(C=C1)C=1N=C(C(=NC1)NS(=O)(=O)CC1=CC=C(C=C1)O)CC1=CC=CC=C1 (5-(4-Acetoxyphenyl)-3-benzyl-2-[(4-hydroxybenzyl)sulfonylamino]pyrazine), Cl (hydrochloric acid). The solvent is CO (methanol). Product: C(C1=CC=CC=C1)C=1C(=NC=C(N1)C1=CC=C(C=C1)O)NS(=O)(=O)CC1=CC=C(C=C1)O (3-benzyl-2-(4-hydroxybenzyl)sulfonylamino-5-(4-hydroxyphenyl)pyrazine). Yield: 45.3%. Reaction SMILES: C([O:4][C:5]1[CH:10]=[CH:9][C:8]([C:11]2[N:12]=[C:13]([CH2:29][C:30]3[CH:35]=[CH:34][CH:33]=[CH:32][CH:31]=3)[C:14]([NH:17][S:18]([CH2:21][C:22]3[CH:27]=[CH:26][C:25]([OH:28])=[CH:24][CH:23]=3)(=[O:20])=[O:19])=[N:15][CH:16]=2)=[CH:7][CH:6]=1)(=O)C.[OH-].[Na+].Cl>CO>[CH2:29]([C:13]1[C:14]([NH:17][S:18]([CH2:21][C:22]2[CH:23]=[CH:24][C:25]([OH:28])=[CH:26][CH:27]=2)(=[O:20])=[O:19])=[N:15][CH:16]=[C:11]([C:8]2[CH:7]=[CH:6][C:5]([OH:4])=[CH:10][CH:9]=2)[N:12]=1)[C:30]1[CH:35]=[CH:34][CH:33]=[CH:32][CH:31]=1 |f:1.2|. Procedure: 5-(4-Acetoxyphenyl)-3-benzyl-2-[(4-hydroxybenzyl)sulfonylamino]pyrazine (c-48) (105 mg, 214 μmol) was dissolved in methanol (2 mL) and to this was added 10% (w/v) aqueous solution of sodium hydroxide (1.0 mL) while stirring at room temperature and then stirred at 60° C. for 2 h. After cooling to room temperature, to this was added 2 M hydrochloric acid to stop the reaction, and extracted 3 times with ethyl acetate. The organic layer was washed with saturated brine and then dried over anhydrous s... Reactants: Cl (HCl), N1(C=NC=C1)C(=O)N1C=NC=C1 (di(1H-imidazol-1-yl)methanone), C(C)OC(CC(=O)[O-])=O.[K+] (potassium 3-ethoxy-3-oxopropanoate), FC1(CCC(CC1)CC1N(CCC(C1)C(=O)O)C(=O)OC)F (2-((4,4-Difluorocyclohexyl)methyl)-1-(methoxycarbonyl)piperidine-4-carboxylic acid), FC1(CCC(CC1)CC1N(CCC(C1)C(=O)O)C(=O)OC)F (2-((4,4-Difluorocyclohexyl)methyl)-1-(methoxycarbonyl)piperidine-4-carboxylic acid), [Cl-].[Mg+2].[Cl-] (magnesium chloride). The solvent is CN1C(CNC2=C1C(=O)N=C(N2)N)CNC3=CC=C(C=C3)C(=O)NC(CCC(=O)O)C(=O)O (methyl THF), CN1C(CNC2=C1C(=O)N=C(N2)N)CNC3=CC=C(C=C3)C(=O)NC(CCC(=O)O)C(=O)O (methyl THF), O (water), CC(C)(C)OC (MTBE). Conditions: time 3 hour. The product is FC1(CCC(CC1)C[C@@H]1N(CC[C@H](C1)C(CC(=O)OCC)=O)C(=O)OC)F (Trans-methyl 2-((4,4-difluorocyclohexyl)methyl)-4-(3-ethoxy-3-oxopropanoyl)piperidine-1-carboxylate), FC1(CCC(CC1)C[C@@H]1N(CC[C@@H](C1)C(CC(=O)OCC)=O)C(=O)OC)F (cis-methyl 2-((4,4-difluoro-cyclohexyl)methyl)-4-(3-ethoxy-3-oxopropanoyl)piperidine-1-carboxylate). Isolated yield 45.0%. RXN SMILES: [F:1][C:2]1([F:22])[CH2:7][CH2:6][CH:5]([CH2:8][CH:9]2[CH2:14][CH:13]([C:15]([OH:17])=O)[CH2:12][CH2:11][N:10]2[C:18]([O:20][CH3:21])=[O:19])[CH2:4][CH2:3]1.N1(C(N2C=CN=C2)=O)C=CN=C1.[CH2:35]([O:37][C:38](=[O:43])[CH2:39][C:40]([O-:42])=O)[CH3:36].[K+].[Cl-].[Mg+2].[Cl-].Cl>CN1C2C(N=C(N)NC=2NCC1CNC1C=CC(C(NC(C(O)=O)CCC(O)=O)=O)=CC=1)=O.O.CC(OC)(C)C>[F:22][C:2]1([F:1])[CH2:3][CH2:4][CH:5]([CH2:8][C@H:9]2[CH2:14][C@H:13]([C:15](=[O:17])[CH2:39][C:38]([O:37][CH2:35][CH3:36])=[O:43])[CH2:12][CH2:11][N:10]2[C:18]([O:20][CH3:21])=[O:19])[CH2:6][CH2:7]1.[F:22][C:2]1([F:1])[CH2:3][CH2:4][CH:5]([CH2:8][C@H:9]2[CH2:14][C@@H:13]([C:40](=[O:42])[CH2:39][C:38]([O:37][CH2:35][CH3:36])=[O:43])[CH2:12][CH2:11][N:10]2[C:18]([O:20][CH3:21])=[O:19])[CH2:6][CH2:7]1 |f:2.3,4.5.6|. Procedure details: 2-((4,4-Difluorocyclohexyl)methyl)-1-(methoxycarbonyl)piperidine-4-carboxylic acid (4.82 g, 15.09 mmol) (reference compound 40) was dissolved in methyl THF (150 mL), then di(1H-imidazol-1-yl)methanone (3.67 g, 22.64 mmol) was added. The mixture was stirred at room temperature under nitrogen for 3 h (flask 1). In a separate flask potassium 3-ethoxy-3-oxopropanoate (4.62 g, 27.17 mmol) was suspended in methyl THF (150 mL), then magnesium chloride (2.59 g, 27.17 mmol) was added. The suspension was ... Reactants: C(#N)C1=NC=CC(=C1F)C (2-Cyano-3-fluoro-4-methylpyridine), Cl (HCl). Reagents/catalysts: [Pd] (palladium on carbon). Solvent: C(C)O (ethanol). Yields the product Cl.Cl.NCC1=NC=CC(=C1F)C (2-Aminomethyl-3-fluoro-4-methylpyridine Dihydrochloride). RXN SMILES: [C:1]([C:3]1[C:8]([F:9])=[C:7]([CH3:10])[CH:6]=[CH:5][N:4]=1)#[N:2].[ClH:11]>C(O)C.[Pd]>[ClH:11].[ClH:11].[NH2:2][CH2:1][C:3]1[C:8]([F:9])=[C:7]([CH3:10])[CH:6]=[CH:5][N:4]=1 |f:4.5.6|. Procedure details: A stirred solution of 332 mg (2.44 mmol) of 2-cyano-3-fluoro4-methylpyridine 5-3 in 15 mL of ethanol and 0.61 mL (7.32 mmol) of conc. HCl was hydrogenated over 175 mg of 10% palladium on carbon at 55 psi for 16 h. The catalyst was removed by filtration and the solvents removed at reduced pressure to give 5-4 as a yellow solid: 1H NMR (CD3OD) δ 8.41 (d, 1H, 5.1 Hz), 7.54 (dd, 1H, 5.5, 5.5 Hz), 4.40 (s, 2H), 2.44 (s, 3H).